From a dataset of the Open Reaction Database (ORD), a public repository of structured organic reaction records. describe an organic reaction: reactants, conditions, products, and yield Starting materials: Cc1ccccc1, O=C=NCCCl, Nc1ccc2ncsc2c1. Product: O=C(NCCCl)Nc1ccc2ncsc2c1. Reaction SMILES: [CH3:17][c:18]1[cH:19][cH:20][cH:21][cH:22][cH:23]1.[Cl:1][CH2:2][CH2:3][N:4]=[C:5]=[O:6].[s:7]1[cH:8][n:9][c:10]2[c:11]1[cH:12][c:13]([NH2:16])[cH:14][cH:15]2>>[Cl:1][CH2:2][CH2:3][NH:4][C:5](=[O:6])[NH:16][c:13]1[cH:12][c:11]2[s:7][cH:8][n:9][c:10]2[cH:15][cH:14]1. Starting materials: [Al+3], CCOC(C)=O, CCC(Cn1cncn1)(C(=O)O)c1ccc(Cl)cc1Cl, [H-], [H-], [H-], [H-], [Li+], C1CCOC1. Product: CCC(CO)(Cn1cncn1)c1ccc(Cl)cc1Cl. As a reaction SMILES: [Al+3:2].[CH3:32][CH2:33][O:34][C:35](=[O:36])[CH3:37].[Cl:7][c:8]1[c:9]([C:15]([C:16](=[O:17])[OH:18])([CH2:19][CH3:20])[CH2:21][n:22]2[n:23][cH:24][n:25][cH:26]2)[cH:10][cH:11][c:12]([Cl:14])[cH:13]1.[H-:1].[H-:4].[H-:5].[H-:6].[Li+:3].[O:27]1[CH2:28][CH2:29][CH2:30][CH2:31]1>>[Cl:7][c:8]1[c:9]([C:15]([CH2:16][OH:17])([CH2:19][CH3:20])[CH2:21][n:22]2[n:23][cH:24][n:25][cH:26]2)[cH:10][cH:11][c:12]([Cl:14])[cH:13]1.